This data is from the Open Reaction Database (ORD), a public repository of structured organic reaction records. The task is: describe an organic reaction: reactants, conditions, products, and yield Reactants: O=C1CCCC(=O)O1, CCCCCCCCCC(C)NC(=O)C=C(C)c1cccc(N)c1, Cc1ccccc1. Yields the product CCCCCCCCCC(C)NC(=O)C=C(C)c1cccc(NC(=O)CCCC(=O)O)c1. RXN SMILES: [C:25]1(=[O:32])[CH2:26][CH2:27][CH2:28][C:29](=[O:30])[O:31]1.[CH3:1][CH:2]([CH2:3][CH2:4][CH2:5][CH2:6][CH2:7][CH2:8][CH2:9][CH2:10][CH3:11])[NH:12][C:13]([CH:14]=[C:15]([CH3:16])[c:17]1[cH:18][c:19]([NH2:23])[cH:20][cH:21][cH:22]1)=[O:24].[CH3:33][c:34]1[cH:35][cH:36][cH:37][cH:38][cH:39]1>>[CH3:1][CH:2]([CH2:3][CH2:4][CH2:5][CH2:6][CH2:7][CH2:8][CH2:9][CH2:10][CH3:11])[NH:12][C:13]([CH:14]=[C:15]([CH3:16])[c:17]1[cH:18][c:19]([NH:23][C:25]([CH2:26][CH2:27][CH2:28][C:29](=[O:30])[OH:31])=[O:32])[cH:20][cH:21][cH:22]1)=[O:24].